From a dataset of the Open Reaction Database (ORD), a public repository of structured organic reaction records. describe an organic reaction: reactants, conditions, products, and yield Starting materials: Brc1cccc(Br)n1, Fc1cc(Br)cc(F)c1CBr, C1CCOC1, c1ccc(P(c2ccccc2)(c2ccccc2)[Pd](P(c2ccccc2)(c2ccccc2)c2ccccc2)(P(c2ccccc2)(c2ccccc2)c2ccccc2)P(c2ccccc2)(c2ccccc2)c2ccccc2)cc1. Yields the product Fc1cc(Br)cc(F)c1Cc1cccc(Br)n1. RXN SMILES: [Br:12][c:13]1[n:14][c:15]([Br:19])[cH:16][cH:17][cH:18]1.[Br:1][c:2]1[cH:3][c:4]([F:11])[c:5]([CH2:9][Br:10])[c:6]([F:8])[cH:7]1.[CH2:20]1[O:21][CH2:22][CH2:23][CH2:24]1.[cH:25]1[cH:26][cH:27][c:28]([P:29]([Pd:30]([P:31]([c:32]2[cH:33][cH:34][cH:35][cH:36][cH:37]2)([c:38]2[cH:39][cH:40][cH:41][cH:42][cH:43]2)[c:44]2[cH:45][cH:46][cH:47][cH:48][cH:49]2)([P:50]([c:51]2[cH:52][cH:53][cH:54][cH:55][cH:56]2)([c:57]2[cH:58][cH:59][cH:60][cH:61][cH:62]2)[c:63]2[cH:64][cH:65][cH:66][cH:67][cH:68]2)[P:69]([c:70]2[cH:71][cH:72][cH:73][cH:74][cH:75]2)([c:76]2[cH:77][cH:78][cH:79][cH:80][cH:81]2)[c:82]2[cH:83][cH:84][cH:85][cH:86][cH:87]2)([c:88]2[cH:89][cH:90][cH:91][cH:92][cH:93]2)[c:94]2[cH:95][cH:96][cH:97][cH:98][cH:99]2)[cH:100][cH:101]1>>[Br:1][c:2]1[cH:3][c:4]([F:11])[c:5]([CH2:9][c:15]2[n:14][c:13]([Br:12])[cH:18][cH:17][cH:16]2)[c:6]([F:8])[cH:7]1. The reactants are S1CCNC(C2=C1SC=C2)=O (2,3-dihydrothieno[3,2-f]-1,4-thiazepin-5(4H)-one), CC(C)([O-])C.[K+] (potassium t-butoxide), O (water), C(C)OC(CBr)OCC (bromoacetaldehyde diethyl acetal). Run in CN(C=O)C (N,N-dimethylformamide). Yields the product C(C)OC(CN1CCSC2=C(C1=O)C=CS2)OCC (4-(2,2-diethoxyethyl)-2,3-dihydrothieno[3,2-f]1,4-thiazepin-5(4H)-one). As a reaction SMILES: [S:1]1[C:7]2[S:8][CH:9]=[CH:10][C:6]=2[C:5](=[O:11])[NH:4][CH2:3][CH2:2]1.CC(C)([O-])C.[K+].[CH2:18]([O:20][CH:21]([O:24][CH2:25][CH3:26])[CH2:22]Br)[CH3:19].O>CN(C)C=O>[CH2:18]([O:20][CH:21]([O:24][CH2:25][CH3:26])[CH2:22][N:4]1[C:5](=[O:11])[C:6]2[CH:10]=[CH:9][S:8][C:7]=2[S:1][CH2:2][CH2:3]1)[CH3:19] |f:1.2|. Procedure details: To a solution of 8.0 g of 2,3-dihydrothieno[3,2-f]-1,4-thiazepin-5(4H)-one in 160 ml of N,N-dimethylformamide was added 6.3 g of potassium t-butoxide with stirring under ice-cooling and the mixture was stirred for an hour at room temperature. Then to the mixture was added 8.4 ml of bromoacetaldehyde diethyl acetal under ice-cooling. The mixture was stirred for 5 hours at room temperature and water was added thereto and extracted with ethyl acetate. The extract was washed with water, dried over m... Starting materials: CN(C)C=O, COc1cc(C(=O)O)ccc1C, O=C=NS(=O)(=O)Cl, ClCCl. Product: COc1cc(C#N)ccc1C. RXN SMILES: [CH3:20][N:21]([CH3:22])[CH:23]=[O:24].[CH3:8][O:9][c:10]1[cH:11][c:12]([C:13]([OH:14])=[O:15])[cH:16][cH:17][c:18]1[CH3:19].[Cl:1][S:2]([N:5]=[C:3]=[O:4])(=[O:6])=[O:7].[Cl:25][CH2:26][Cl:27]>>[N:5]#[C:13][c:12]1[cH:11][c:10]([O:9][CH3:8])[c:18]([CH3:19])[cH:17][cH:16]1. Reaction conditions: temperature 150 celsius. Isolated yield 50.0%. Starting materials: C([O-])(O)=O.[Na+] (sodium bicarbonate), CC1=NC=C(C#N)C=C1 (6-methylnicotinonitrile), II (iodine), CSC (dimethyl sulfide). Procedure details: A mixture of 6-methylnicotinonitrile (10.0 g, 84.6 mmol) and iodine (20.0 g, 78.8 mmol) in dimethylsulfoxide (150 mL) was heated at 150° C. under nitrogen for 20 minutes (reaction exhaust was scrubbed with bleach to remove dimethyl sulfide). After cooling to room temperature saturated aqueous sodium bicarbonate (200 mL) was added carefully and the resulting mixture was extracted with toluene (3×100 mL). The combined organic extracts were washed with brine, dried (MgSO4) and evaporated to give th... The product is C(=O)C1=NC=C(C#N)C=C1 (6-Formylnicotinonitrile). Reaction SMILES: [CH3:1][C:2]1[CH:9]=[CH:8][C:5]([C:6]#[N:7])=[CH:4][N:3]=1.II.CSC.C(=O)(O)[O-:16].[Na+]>CS(C)=O>[CH:1]([C:2]1[CH:9]=[CH:8][C:5]([C:6]#[N:7])=[CH:4][N:3]=1)=[O:16] |f:3.4|. Solvent: CS(=O)C (dimethylsulfoxide). Reactants: CCOC(=O)c1ccc(Nc2nc(-c3cccc(NC(=O)c4ccc(C(C)(C)C)cc4)c3C)cn(C)c2=O)cc1, CCO, [Na+], [OH-]. Yields the product Cc1c(NC(=O)c2ccc(C(C)(C)C)cc2)cccc1-c1cn(C)c(=O)c(Nc2ccc(C(=O)O)cc2)n1. As a reaction SMILES: [CH2:1]([CH3:2])[O:3][C:4]([c:5]1[cH:6][cH:7][c:8]([NH:11][c:12]2[n:13][c:14](-[c:20]3[c:21]([CH3:39])[c:22]([NH:26][C:27]([c:28]4[cH:29][cH:30][c:31]([C:34]([CH3:35])([CH3:36])[CH3:37])[cH:32][cH:33]4)=[O:38])[cH:23][cH:24][cH:25]3)[cH:15][n:16]([CH3:19])[c:17]2=[O:18])[cH:9][cH:10]1)=[O:40].[CH3:43][CH2:44][OH:45].[Na+:42].[OH-:41]>>[O:3]=[C:4]([c:5]1[cH:6][cH:7][c:8]([NH:11][c:12]2[n:13][c:14](-[c:20]3[c:21]([CH3:39])[c:22]([NH:26][C:27]([c:28]4[cH:29][cH:30][c:31]([C:34]([CH3:35])([CH3:36])[CH3:37])[cH:32][cH:33]4)=[O:38])[cH:23][cH:24][cH:25]3)[cH:15][n:16]([CH3:19])[c:17]2=[O:18])[cH:9][cH:10]1)[OH:40]. Reactants: ClC1=C(C=CC=C1)C=1C2=C(NC(CN1)=O)SC(=C2)CCC2=CC=C(C=C2)CCCCCC (5-(2-chlorophenyl)-7-[2-(4-n-hexylphenyl)ethyl]-1,3-dihydro-2H-thieno[2,3-e]-1,4-diazepin-2-one), COC=1C=CC(=CC1)P2(=S)SP(=S)(S2)C=3C=CC(=CC3)OC (Lawesson reagent). Run in C1(=CC=CC=C1)C (toluene). Product: ClC1=C(C=CC=C1)C=1C2=C(NC(CN1)=S)SC(=C2)CCC2=CC=C(C=C2)CCCCCC (5-(2-chlorophenyl)-7-[2-(4-n-hexylphenyl)ethyl]-1,3-dihydro-2H-thieno[2,3-e]-1,4-diazepine-2-thione). Yield: 97.0%. As a reaction SMILES: [Cl:1][C:2]1[CH:7]=[CH:6][CH:5]=[CH:4][C:3]=1[C:8]1[C:9]2[CH:18]=[C:17]([CH2:19][CH2:20][C:21]3[CH:26]=[CH:25][C:24]([CH2:27][CH2:28][CH2:29][CH2:30][CH2:31][CH3:32])=[CH:23][CH:22]=3)[S:16][C:10]=2[NH:11][C:12](=O)[CH2:13][N:14]=1.COC1C=CC(P2(SP(C3C=CC(OC)=CC=3)(=S)S2)=[S:42])=CC=1>C1(C)C=CC=CC=1>[Cl:1][C:2]1[CH:7]=[CH:6][CH:5]=[CH:4][C:3]=1[C:8]1[C:9]2[CH:18]=[C:17]([CH2:19][CH2:20][C:21]3[CH:26]=[CH:25][C:24]([CH2:27][CH2:28][CH2:29][CH2:30][CH2:31][CH3:32])=[CH:23][CH:22]=3)[S:16][C:10]=2[NH:11][C:12](=[S:42])[CH2:13][N:14]=1. Procedure details: A suspension of 6 g of 5-(2-chlorophenyl)-7-[2-(4-n-hexylphenyl)ethyl]-1,3-dihydro-2H-thieno[2,3-e]-1,4-diazepin-2-one, melting at 149°-151° C. and 5.2 g of Lawesson reagent in 100 ml of toluene is stirred at 40°-42° C. for an hour. The resultant solution is concentrated under reduced pressure, and the residue is subjected to chromatography on silica gel and then eluted with chloroform-methanol (100:1 to 100:2). The objective fraction is concentrated under reduced pressure to give 6 g of 5-(2-ch... RXN SMILES: [C:11](=[O:12])([O-:13])[O-:14].[CH3:17][O:18][c:19]1[cH:20][cH:21][c:22]2[c:27]([c:28]1[NH:29][C:30]([C:31]([CH2:32][CH2:33][CH2:34][CH2:35][CH2:36][CH2:37][Br:38])([CH3:39])[CH3:40])=[O:41])[O:26][CH2:25][CH2:24][C:23]2=[O:42].[CH3:45][C:46]#[N:47].[K+:15].[K+:16].[N+:1](=[O:2])([O-:3])[c:4]1[cH:5][cH:6][c:7]([OH:10])[cH:8][cH:9]1.[Na+:44].[OH-:43].[OH2:48]>>[N+:1](=[O:2])([O-:3])[c:4]1[cH:5][cH:6][c:7]([O:10][CH2:37][CH2:36][CH2:35][CH2:34][CH2:33][CH2:32][C:31]([C:30]([NH:29][c:28]2[c:19]([O:18][CH3:17])[cH:20][cH:21][c:22]3[c:27]2[O:26][CH2:25][CH2:24][C:23]3=[O:42])=[O:41])([CH3:39])[CH3:40])[cH:8][cH:9]1. Starting materials: O=C([O-])[O-], COc1ccc2c(c1NC(=O)C(C)(C)CCCCCCBr)OCCC2=O, CC#N, [K+], [K+], O=[N+]([O-])c1ccc(O)cc1, [Na+], [OH-], O. Product: COc1ccc2c(c1NC(=O)C(C)(C)CCCCCCOc1ccc([N+](=O)[O-])cc1)OCCC2=O.